From a dataset of the Open Reaction Database (ORD), a public repository of structured organic reaction records. describe an organic reaction: reactants, conditions, products, and yield Reported procedure: 2-[5-Benzyloxycarbonylamino-2-(4-nitrophenyl)-6-oxo-1,6-dihydro-1-pyrimidinyl]-N-(3,3,3-trifluoro-1-isopropyl-2-oxopropyl)acetamide was subjected to a procedure similar to that described in Example 6 to give a brown solid; chromatography solvent: methanol:dichloromethane (gradient, 5:95, 10:90); NMR (DMSO/D2O): 7.29 (s,1), 7.01 (d,2), 6.49 (d,2), 4.52 (m,2), 4.10 (d,2), 2.25 (m,1), 0.88 (d,3), 0.80 (d,3). Run in ClCCl (dichloromethane). Starting materials: C(C1=CC=CC=C1)OC(=O)NC1=CN=C(N(C1=O)CC(=O)NC(C(C(F)(F)F)=O)C(C)C)C1=CC=C(C=C1)[N+](=O)[O-] (2-[5-Benzyloxycarbonylamino-2-(4-nitrophenyl)-6-oxo-1,6-dihydro-1-pyrimidinyl]-N-(3,3,3-trifluoro-1-isopropyl-2-oxopropyl)acetamide), CO (methanol). Reaction SMILES: C(OC([NH:11][C:12]1[C:17](=[O:18])[N:16]([CH2:19][C:20]([NH:22][CH:23]([CH:30]([CH3:32])[CH3:31])[C:24](=[O:29])[C:25]([F:28])([F:27])[F:26])=[O:21])[C:15]([C:33]2[CH:38]=[CH:37][C:36]([N+:39]([O-])=O)=[CH:35][CH:34]=2)=[N:14][CH:13]=1)=O)C1C=CC=CC=1.CO>ClCCl>[NH2:11][C:12]1[C:17](=[O:18])[N:16]([CH2:19][C:20]([NH:22][CH:23]([CH:30]([CH3:32])[CH3:31])[C:24](=[O:29])[C:25]([F:26])([F:28])[F:27])=[O:21])[C:15]([C:33]2[CH:34]=[CH:35][C:36]([NH2:39])=[CH:37][CH:38]=2)=[N:14][CH:13]=1. Product: NC1=CN=C(N(C1=O)CC(=O)NC(C(C(F)(F)F)=O)C(C)C)C1=CC=C(C=C1)N (2-[5-Amino-2-(4-aminophenyl)-6-oxo-1,6-dihydro-1-pyrimidinyl]-N-(3,3,3-trifluoro-1-isopropyl-2-oxopropyl)acetamide). Reactants: CCOP(=O)(COC(COCc1ccccc1)COn1cnc2c(N)ncnc21)OCC, ClCCl, O=C(O)C(F)(F)F. Product: CCOP(=O)(COC(CO)COn1cnc2c(N)ncnc21)OCC. As a reaction SMILES: [CH2:1]([c:2]1[cH:3][cH:4][cH:5][cH:6][cH:7]1)[O:8][CH2:9][CH:10]([CH2:11][O:12][n:13]1[c:14]2[n:15][cH:16][n:17][c:18]([NH2:22])[c:19]2[n:20][cH:21]1)[O:23][CH2:24][P:25](=[O:26])([O:27][CH2:28][CH3:29])[O:30][CH2:31][CH3:32].[Cl:33][CH2:34][Cl:35].[OH:36][C:37]([C:38]([F:39])([F:40])[F:41])=[O:42]>>[OH:8][CH2:9][CH:10]([CH2:11][O:12][n:13]1[c:14]2[n:15][cH:16][n:17][c:18]([NH2:22])[c:19]2[n:20][cH:21]1)[O:23][CH2:24][P:25](=[O:26])([O:27][CH2:28][CH3:29])[O:30][CH2:31][CH3:32]. The reactants are Clc1nncc2cc(Br)ccc12, O=C([O-])[O-], C1CCNCC1, CC#N, [K+], [K+]. Product: Brc1ccc2c(N3CCCCC3)nncc2c1. Reaction SMILES: [Br:1][c:2]1[cH:3][c:4]2[cH:5][n:6][n:7][c:8]([Cl:12])[c:9]2[cH:10][cH:11]1.[C:19](=[O:20])([O-:21])[O-:22].[CH2:13]1[CH2:14][CH2:15][NH:16][CH2:17][CH2:18]1.[CH3:25][C:26]#[N:27].[K+:23].[K+:24]>>[Br:1][c:2]1[cH:3][c:4]2[cH:5][n:6][n:7][c:8]([N:16]3[CH2:15][CH2:14][CH2:13][CH2:18][CH2:17]3)[c:9]2[cH:10][cH:11]1. Starting materials: C(=O)(C(F)(F)F)O (TFA), C(C)(C)(C)OC(=O)N1[C@@H](CCC1)C=1NC(=CN1)C=1C=C2C=CC(=CC2=CC1)C=1C=C2C=CC3=C(NC(=N3)[C@H]3N(CCC3)C(=O)OC(C)(C)C)C2=CC1 ((S)-tert-butyl 2-(7-(6-(2-((S)-1-(tert-butoxycarbonyl)pyrrolidin-2-yl)-1H-imidazol-5-yl)naphthalen-2-yl)-1H-naphtho[1,2-d]imidazol-2-yl)pyrrolidine-1-carboxylate). Solvent: C(Cl)Cl (CH2Cl2). Conditions: time 2 hour. The product is N1[C@@H](CCC1)C1=NC2=C(N1)C1=CC=C(C=C1C=C2)C2=CC1=CC=C(C=C1C=C2)C2=CN=C(N2)[C@H]2NCCC2 (2-((S)-pyrrolidin-2-yl)-7-(6-(2-((S)-pyrrolidin-2-yl)-1H-imidazol-5-yl)naphthalen-2-yl)-1H-naphtho[1,2-d]imidazole). The yield is 102.0%. As a reaction SMILES: C(O)(C(F)(F)F)=O.C(OC([N:15]1[CH2:19][CH2:18][CH2:17][C@H:16]1[C:20]1[NH:21][C:22]([C:25]2[CH:26]=[C:27]3[C:32](=[CH:33][CH:34]=2)[CH:31]=[C:30]([C:35]2[CH:36]=[C:37]4[C:57](=[CH:58][CH:59]=2)[C:41]2[NH:42][C:43]([C@@H:45]5[CH2:49][CH2:48][CH2:47][N:46]5C(OC(C)(C)C)=O)=[N:44][C:40]=2[CH:39]=[CH:38]4)[CH:29]=[CH:28]3)=[CH:23][N:24]=1)=O)(C)(C)C>C(Cl)Cl>[NH:46]1[CH2:47][CH2:48][CH2:49][C@H:45]1[C:43]1[NH:42][C:41]2[C:57]3[C:37]([CH:38]=[CH:39][C:40]=2[N:44]=1)=[CH:36][C:35]([C:30]1[CH:29]=[CH:28][C:27]2[C:32](=[CH:33][CH:34]=[C:25]([C:22]4[NH:21][C:20]([C@@H:16]5[CH2:17][CH2:18][CH2:19][NH:15]5)=[N:24][CH:23]=4)[CH:26]=2)[CH:31]=1)=[CH:59][CH:58]=3. Procedure details: TFA (2 mL, 26.0 mmol) was added in one portion to a stirred solution of (S)-tert-butyl 2-(7-(6-(2-((S)-1-(tert-butoxycarbonyl)pyrrolidin-2-yl)-1H-imidazol-5-yl)naphthalen-2-yl)-1H-naphtho[1,2-d]imidazol-2-yl)pyrrolidine-1-carboxylate (137 mg) in CH2Cl2 (10 mL) at room temperature. The mixture was stirred for 2 h at room temp. and then the solvents were removed in vacuo. The residue was taken up in 50% methanol/CH2Cl2 and filtered through an MCX cartridge (Strata XC). The cartridge was washed wit... Starting materials: [Al+3], CC(C)[O-], CC(C)[O-], CC(C)[O-], CC(C)O, O=C(NC(CSc1ccccc1)C(=O)CCl)OCc1ccccc1, Cl. Product: O=C(NC(CSc1ccccc1)C(O)CCl)OCc1ccccc1. Reaction SMILES: [Al+3:5].[CH3:10][CH:11]([CH3:12])[O-:13].[CH3:1][CH:2]([CH3:3])[O-:4].[CH3:6][CH:7]([CH3:8])[O-:9].[CH:39]([OH:40])([CH3:41])[CH3:42].[Cl:14][CH2:15][C:16]([CH:17]([CH2:18][S:19][c:20]1[cH:21][cH:22][cH:23][cH:24][cH:25]1)[NH:26][C:27]([O:28][CH2:29][c:30]1[cH:31][cH:32][cH:33][cH:34][cH:35]1)=[O:36])=[O:37].[ClH:38]>>[Cl:14][CH2:15][CH:16]([CH:17]([CH2:18][S:19][c:20]1[cH:21][cH:22][cH:23][cH:24][cH:25]1)[NH:26][C:27]([O:28][CH2:29][c:30]1[cH:31][cH:32][cH:33][cH:34][cH:35]1)=[O:36])[OH:37]. Reactants: C(C1=CC=CC=C1)(C1=CC=CC=C1)N1CC(C1)CO ((1-Benzhydrylazetidin-3-yl)methanol), C(C)(=O)O (acetic acid). The reagents and catalysts are [OH-].[OH-].[Pd+2] (palladium hydroxide/carbon). Solvent: C(C)O (ethanol). Reaction conditions: time 3 day. Product: C(C)(=O)OCC1CNC1 (3-Azetidinemethanol acetate). As a reaction SMILES: C([N:14]1[CH2:17][CH:16]([CH2:18][OH:19])[CH2:15]1)(C1C=CC=CC=1)C1C=CC=CC=1.[C:20](O)(=[O:22])[CH3:21]>C(O)C.[OH-].[OH-].[Pd+2]>[C:20]([O:19][CH2:18][CH:16]1[CH2:15][NH:14][CH2:17]1)(=[O:22])[CH3:21] |f:3.4.5|. Reported procedure: (1-Benzhydrylazetidin-3-yl)methanol (1.81 g, 7.16 mmol) was dissolved in ethanol (50 mL), and acetic acid (0.82 mL, 14.32 mmol) and 10% palladium hydroxide/carbon (1.2 g) were added at room temperature. The mixture was stirred for three days under a hydrogen stream at normal pressure. The catalyst was separated by filtration, and the reaction liquor was concentrated under reduced pressure, to obtain the title compound as an oily matter. This compound was used in the subsequent reaction without b... Starting materials: C1(=CC=CC=C1)CCCN (3-phenylpropylamine), C(C=C)#N (acrylonitrile). Solvent: C(C)O (ethanol). Yields the product C(#N)CCNCCCC1=CC=CC=C1 (N-(2-cyanoethyl)-3-phenyl-propylamine). Reaction SMILES: [C:1]1([CH2:7][CH2:8][CH2:9][NH2:10])[CH:6]=[CH:5][CH:4]=[CH:3][CH:2]=1.[C:11](#[N:14])[CH:12]=[CH2:13]>C(O)C>[C:11]([CH2:12][CH2:13][NH:10][CH2:9][CH2:8][CH2:7][C:1]1[CH:6]=[CH:5][CH:4]=[CH:3][CH:2]=1)#[N:14]. Procedure details: A mixture of 3-phenylpropylamine (0.95 g, 7 mmol) and acrylonitrile (0.55 ml, 8.4 mmol) in ethanol (30 ml) was refluxed for 2 hours to give N-(2-cyanoethyl)-3-phenyl-propylamine. Starting materials: C1CCOC1, CCCCC, CCC(Cc1sccc1Cl)Nc1ncnc2c1ncn2C1CC(CF)C2OC(C)(C)OC21, Cl, O. Product: CCC(Cc1sccc1Cl)Nc1ncnc2c1ncn2C1CC(CF)C(O)C1O. Reaction SMILES: [CH2:35]1[O:36][CH2:37][CH2:38][CH2:39]1.[CH3:40][CH2:41][CH2:42][CH2:43][CH3:44].[Cl:1][c:2]1[c:3]([CH2:7][CH:8]([CH2:9][CH3:10])[NH:11][c:12]2[c:13]3[n:14][cH:15][n:16]([CH:21]4[CH2:22][CH:23]([CH2:31][F:32])[CH:24]5[O:25][C:26]([CH3:29])([CH3:30])[O:27][CH:28]45)[c:17]3[n:18][cH:19][n:20]2)[s:4][cH:5][cH:6]1.[ClH:33].[OH2:34]>>[Cl:1][c:2]1[c:3]([CH2:7][CH:8]([CH2:9][CH3:10])[NH:11][c:12]2[c:13]3[n:14][cH:15][n:16]([CH:21]4[CH2:22][CH:23]([CH2:31][F:32])[CH:24]([OH:25])[CH:28]4[OH:27])[c:17]3[n:18][cH:19][n:20]2)[s:4][cH:5][cH:6]1.